From a dataset of the Open Reaction Database (ORD), a public repository of structured organic reaction records. describe an organic reaction: reactants, conditions, products, and yield Starting materials: C(C)C=1C=C(C=CC1)N(C1=C(C=C(C#N)C=C1)F)CC=1N(N=C(N1)C1=CC=CC=C1)C (4-((3-ethylphenyl)(2-methyl-5-phenyl-2H-1,2,4-triazol-3-yl)methylamino)-3-fluorobenzonitrile), C(C)C=1C=CC(=C(C1)C(O)C=1N(N=C(N1)C1=CC=CC=C1)C)F ((5-ethyl-2-fluorophenyl)(2-methyl-5-phenyl-2H-1,2,4-triazol-3-yl)methanol). Yields the product C(C)C=1C=CC(=C(C1)N(C1=CC=C(C#N)C=C1)CC=1N(N=C(N1)C1=CC=CC=C1)C)F (4-((5-ethyl-2-fluorophenyl)(2-methyl-5-phenyl-2H-1,2,4-triazol-3-yl)methylamino)benzonitrile). As a reaction SMILES: [CH2:1]([C:3]1[CH:4]=[C:5]([N:9]([CH2:19][C:20]2[N:21]([CH3:31])[N:22]=[C:23]([C:25]3[CH:30]=[CH:29][CH:28]=[CH:27][CH:26]=3)[N:24]=2)[C:10]2[CH:17]=[CH:16][C:13]([C:14]#[N:15])=[CH:12][C:11]=2F)[CH:6]=[CH:7][CH:8]=1)[CH3:2].C(C1C=CC([F:54])=C(C(C2N(C)N=C(C3C=CC=CC=3)N=2)O)C=1)C>>[CH2:1]([C:3]1[CH:8]=[CH:7][C:6]([F:54])=[C:5]([N:9]([CH2:19][C:20]2[N:21]([CH3:31])[N:22]=[C:23]([C:25]3[CH:26]=[CH:27][CH:28]=[CH:29][CH:30]=3)[N:24]=2)[C:10]2[CH:11]=[CH:12][C:13]([C:14]#[N:15])=[CH:16][CH:17]=2)[CH:4]=1)[CH3:2]. Procedure details: Following the procedure for Intermediate 382.1, Intermediate 385.1 (150 mg, 0.48 mmol) gave 155 mg of Intermediate 385.2 as a white solid. 1H NMR (400 MHz, CDCl3) δ ppm 0.95 (t, J=7.58 Hz, 3H) 2.35 (q, J=7.58 Hz, 2H) 3.59 (s, 3H) 5.87 (d, J=6.11 Hz, 1H) 6.35 (d, J=5.87 Hz, 1H) 6.48-6.57 (m, 2H) 6.86-6.94 (m, 1H) 6.95-7.02 (m, 1H) 7.11-7.19 (m, 1H) 7.22-7.32 (m, 5H). The reactants are OC1=CC=C(C=C1)NC(=O)C=1C(NC2=CC=CC=C2C1O)=O (4-hydroxy-2-oxo-1,2-dihydro-quinoline-3-carboxylic acid (4-hydroxyphenyl)-amide), CN(C(=O)Cl)C1=CC=CC=C1 (N-methyl-N-phenylcarbamoyl chloride), crude product. The product is CN(C(=O)OC1=C(C(NC2=CC=CC=C12)=O)C(=O)NC1=CC=C(C=C1)OC(N(C1=CC=CC=C1)C)=O)C1=CC=CC=C1 (Methyl-phenyl-carbamic acid 4-{[4-(methyl-phenyl-carbamoyloxy)-2-oxo-1,2-dihydro-quinoline-3-carbonyl]-amino}-phenyl ester). RXN SMILES: [OH:1][C:2]1[CH:7]=[CH:6][C:5]([NH:8][C:9]([C:11]2[C:12](=[O:22])[NH:13][C:14]3[C:19]([C:20]=2[OH:21])=[CH:18][CH:17]=[CH:16][CH:15]=3)=[O:10])=[CH:4][CH:3]=1.[CH3:23][N:24]([C:28]1[CH:33]=[CH:32][CH:31]=[CH:30][CH:29]=1)[C:25](Cl)=[O:26]>>[CH3:23][N:24]([C:28]1[CH:33]=[CH:32][CH:31]=[CH:30][CH:29]=1)[C:25]([O:21][C:20]1[C:19]2[C:14](=[CH:15][CH:16]=[CH:17][CH:18]=2)[NH:13][C:12](=[O:22])[C:11]=1[C:9]([NH:8][C:5]1[CH:6]=[CH:7][C:2]([O:1][C:25](=[O:26])[N:24]([CH3:23])[C:28]2[CH:33]=[CH:32][CH:31]=[CH:30][CH:29]=2)=[CH:3][CH:4]=1)=[O:10])=[O:26]. Reported procedure: The title product was prepared from 4-hydroxy-2-oxo-1,2-dihydro-quinoline-3-carboxylic acid (4-hydroxyphenyl)-amide and N-methyl-N-phenylcarbamoyl chloride. The crude product was subjected to preparative HPLC (6.6%, oil). HPLC-MS: m/z=563.2 (M+1); Rt: 4.46 min. Starting materials: [Br-], COc1ccc2cc(Br)ccc2c1C(C)=O, C1CCOC1, C[P+](c1ccccc1)(c1ccccc1)c1ccccc1, CC(C)(C)[O-], [K+], O. Yields the product C=C(C)c1c(OC)ccc2cc(Br)ccc12. As a reaction SMILES: [Br-:28].[C:12]([CH3:13])(=[O:14])[c:15]1[c:16]([O:26][CH3:27])[cH:17][cH:18][c:19]2[cH:20][c:21]([Br:25])[cH:22][cH:23][c:24]12.[CH2:1]1[O:2][CH2:3][CH2:4][CH2:5]1.[CH3:29][P+:30]([c:31]1[cH:32][cH:33][cH:34][cH:35][cH:36]1)([c:37]1[cH:38][cH:39][cH:40][cH:41][cH:42]1)[c:43]1[cH:44][cH:45][cH:46][cH:47][cH:48]1.[CH3:6][C:7]([CH3:8])([O-:9])[CH3:10].[K+:11].[OH2:49]>>[CH3:1][C:12](=[CH2:13])[c:15]1[c:16]([O:26][CH3:27])[cH:17][cH:18][c:19]2[cH:20][c:21]([Br:25])[cH:22][cH:23][c:24]12.